From a dataset of the Open Reaction Database (ORD), a public repository of structured organic reaction records. describe an organic reaction: reactants, conditions, products, and yield The reactants are CC#N, CCn1cnc(CCl)c1, Cl, c1ccc(P(c2ccccc2)c2ccccc2)cc1. Product: CCn1cnc(C[P+](c2ccccc2)(c2ccccc2)c2ccccc2)c1, [Cl-], Cl. As a reaction SMILES: [CH3:30][C:31]#[N:32].[Cl:2][CH2:3][c:4]1[n:5][cH:6][n:7]([CH2:9][CH3:10])[cH:8]1.[ClH:1].[c:11]1([P:17]([c:18]2[cH:19][cH:20][cH:21][cH:22][cH:23]2)[c:24]2[cH:25][cH:26][cH:27][cH:28][cH:29]2)[cH:12][cH:13][cH:14][cH:15][cH:16]1>>[CH2:3]([c:4]1[n:5][cH:6][n:7]([CH2:9][CH3:10])[cH:8]1)[P+:17]([c:11]1[cH:12][cH:13][cH:14][cH:15][cH:16]1)([c:18]1[cH:19][cH:20][cH:21][cH:22][cH:23]1)[c:24]1[cH:25][cH:26][cH:27][cH:28][cH:29]1.[Cl-:1].[ClH:2]. Starting materials: Cl.[N+](=O)([O-])C=1C=C(C#[N+][O-])C=CC1 (3-Nitrobenzonitrile oxide hydrogen chloride), C(C#C)N1CC2=CC=CC=C2CC1 (2-Propargyl-1,2,3,4-tetrahydroisoquinoline), [OH-].[Na+] (NaOH). The solvent is C1(=CC=CC=C1)C (toluene). Product: [N+](=O)([O-])C=1C=C(C=CC1)C1=NOC(=C1)CN1CC2=CC=CC=C2CC1 (2-[3-(3-Nitrophenyl)isoxazol-5-ylmethyl]-1,2,3,4-tetrahydroisoquinoline). Isolated yield 68.0%. RXN SMILES: Cl.[N+:2]([C:5]1[CH:6]=[C:7]([CH:11]=[CH:12][CH:13]=1)[C:8]#[N+:9][O-:10])([O-:4])=[O:3].[CH2:14]([N:17]1[CH2:26][CH2:25][C:24]2[C:19](=[CH:20][CH:21]=[CH:22][CH:23]=2)[CH2:18]1)[C:15]#[CH:16].[OH-].[Na+]>C1(C)C=CC=CC=1>[N+:2]([C:5]1[CH:6]=[C:7]([C:8]2[CH:16]=[C:15]([CH2:14][N:17]3[CH2:26][CH2:25][C:24]4[C:19](=[CH:20][CH:21]=[CH:22][CH:23]=4)[CH2:18]3)[O:10][N:9]=2)[CH:11]=[CH:12][CH:13]=1)([O-:4])=[O:3] |f:0.1,3.4|. Reported procedure: A solution of 80 (0.2 g, 1.0 mmol) and 81 (0.2 g, 1.17 mmol) in toluene (5 mL) was heated at reflux for 4 hours. The reaction was cooled and mixed with 0.5 N NaOH (5 mL), then extracted with ethyl acetate (2×10 mL). The organic material was combined, dried (K2CO3) then concentrated under reduced pressure. The residue was purified by flash chromatography (SiO2, gradient elution, hexane to 3:1 hexane/ethyl acetate) to give 82 (228 mg, 68%) as a yellow oil. Reactants: COC(=O)C=P(c1ccccc1)(c1ccccc1)c1ccccc1, Cc1ccccc1, O=Cc1cc2ncccc2cc1[N+](=O)[O-]. Product: COC(=O)C=Cc1cc2ncccc2cc1[N+](=O)[O-]. RXN SMILES: [CH3:16][O:17][C:18](=[O:19])[CH:20]=[P:21]([c:22]1[cH:23][cH:24][cH:25][cH:26][cH:27]1)([c:28]1[cH:29][cH:30][cH:31][cH:32][cH:33]1)[c:34]1[cH:35][cH:36][cH:37][cH:38][cH:39]1.[CH3:40][c:41]1[cH:42][cH:43][cH:44][cH:45][cH:46]1.[N+:1](=[O:2])([O-:3])[c:4]1[cH:5][c:6]2[cH:7][cH:8][cH:9][n:10][c:11]2[cH:12][c:13]1[CH:14]=[O:15]>>[N+:1](=[O:2])([O-:3])[c:4]1[cH:5][c:6]2[cH:7][cH:8][cH:9][n:10][c:11]2[cH:12][c:13]1[CH:14]=[CH:20][C:18]([O:17][CH3:16])=[O:19]. Reactants: C(CCC)C=1N(C(N(N1)C1=C(C=CC(=C1)C(NCCCC)=O)Cl)=O)CC1=C(C=C(C=C1)C1=C(C=CC=C1)S(N)(=O)=O)F (5-n-butyl-2-[5-(N-n-butylcarbamoyl)-2-chlorophenyl]-4-[(3-fluoro-2'-sulfamoylbiphenyl-4-yl)methyl]-2,4-dihydro-3H-1,2,4-triazol-3-one), ClC1=C(C(=O)O)C=CC=C1 (2-chlorobenzoic acid), C1=CN(C=N1)C(=O)N2C=CN=C2 (CDI), C1CCC2=NCCCN2CC1 (DBU), crude product. Run in CCOCC (ether). Yields the product C(CCC)C=1N(C(N(N1)C1=C(C=CC(=C1)C(NCCCC)=O)Cl)=O)CC1=C(C=C(C=C1)C1=C(C=CC=C1)S(NC(C1=C(C=CC=C1)Cl)=O)(=O)=O)F (5-n-Butyl-2-[5-(N-n-butylcarbamoyl)-2-chlorophenyl]-4-[[2'-[N-(2-chlorobenzoyl)sulfamoyl]-3-fluorobiphenyl-4-yl]methyl]-2,4-dihydro-3H-1,2,4-triazol-3-one). The yield is 42.0%. Reaction SMILES: [CH2:1]([C:5]1[N:6]([CH2:25][C:26]2[CH:31]=[CH:30][C:29]([C:32]3[CH:37]=[CH:36][CH:35]=[CH:34][C:33]=3[S:38](=[O:41])(=[O:40])[NH2:39])=[CH:28][C:27]=2[F:42])[C:7](=[O:24])[N:8]([C:10]2[CH:15]=[C:14]([C:16](=[O:22])[NH:17][CH2:18][CH2:19][CH2:20][CH3:21])[CH:13]=[CH:12][C:11]=2[Cl:23])[N:9]=1)[CH2:2][CH2:3][CH3:4].[Cl:43][C:44]1[CH:52]=[CH:51][CH:50]=[CH:49][C:45]=1[C:46](O)=[O:47].C1N=CN(C(N2C=NC=C2)=O)C=1.C1CCN2C(=NCCC2)CC1>CCOCC>[CH2:1]([C:5]1[N:6]([CH2:25][C:26]2[CH:31]=[CH:30][C:29]([C:32]3[CH:37]=[CH:36][CH:35]=[CH:34][C:33]=3[S:38](=[O:40])(=[O:41])[NH:39][C:46](=[O:47])[C:45]3[CH:49]=[CH:50][CH:51]=[CH:52][C:44]=3[Cl:43])=[CH:28][C:27]=2[F:42])[C:7](=[O:24])[N:8]([C:10]2[CH:15]=[C:14]([C:16](=[O:22])[NH:17][CH2:18][CH2:19][CH2:20][CH3:21])[CH:13]=[CH:12][C:11]=2[Cl:23])[N:9]=1)[CH2:2][CH2:3][CH3:4]. Procedure: By the procedure of Example 51, 5-n-butyl-2-[5-(N-n-butylcarbamoyl)-2-chlorophenyl]-4-[(3-fluoro-2'-sulfamoylbiphenyl-4-yl)methyl]-2,4-dihydro-3H-1,2,4-triazol-3-one (from Step G) was reacted with 2-chlorobenzoic acid (2 equivalents), CDI (2 equiv), and DBU (2 equiv). Flash chromatography of the crude product on silica gel (gradient elution with 0.5-5% MeOH in CH2Cl2) followed by trituration with ether afforded a 42% yield of the title compound as a white solid, mp 218°-220° C.; homogeneous by T...